This data is from the Open Reaction Database (ORD), a public repository of structured organic reaction records. The task is: describe an organic reaction: reactants, conditions, products, and yield Reactants: 3, C(C)(C)NC(C)C (diisopropylamine), C1(=CC=CC=C1)[Li] (phenyl lithium), cyclohexane diethyl ether, N1=CC(=CC=C1)C (3-picoline), [Si](C)(C)(C(C)(C)C)Cl (tert-butyldimethylsilylchloride). Run in C(C)OCC (diethylether), C(C)OCC (diethylether), C(C)OCC (diethyl ether). Conditions: time 1 hour. Yields the product [Si](C)(C)(C(C)(C)C)CC=1C=NC=CC1 (3-(tert-Butyldimethylsilylmethyl)pyridine). The yield is 89.9%. As a reaction SMILES: C1([Li])C=CC=CC=1.C(NC(C)C)(C)C.[N:15]1[CH:20]=[CH:19][CH:18]=[C:17]([CH3:21])[CH:16]=1.[Si:22](Cl)([C:25]([CH3:28])([CH3:27])[CH3:26])([CH3:24])[CH3:23]>C(OCC)C>[Si:22]([CH2:21][C:17]1[CH:16]=[N:15][CH:20]=[CH:19][CH:18]=1)([C:25]([CH3:28])([CH3:27])[CH3:26])([CH3:24])[CH3:23]. Reported procedure: In a 500 ml 3 neck round bottomed flask stirring under N2 was charged 33.1 ml of 2M phenyl lithium, in 70/30 cyclohexane diethyl ether, (0.0662 moles, 1.0 eq.), to which 6.70 g of diisopropylamine (1.0 eq. 0.0662 moles) in 10 ml of diethylether was pipetted into the flask followed by rapid addition of 6.16 g of 3-picoline (1.0 eq., 0.066 moles) in 10 ml of diethylether and 10.0 g of tert-butyldimethylsilylchloride (1.0 eq., 0.0662 moles) in 10 ml diethyl ether. The temperature of the reaction wa... Reactants: [OH-].[Na+] (NaOH), COC([C@H](CC1=CC=C(C=C1)OCCC=C)NC(=O)OC(C)(C)C)=O ((S)-3-(4-But-3-enyloxy-phenyl)-2-tert-butoxycarbonylamino-propionic acid methyl ester), CO (Methanol). Solvent: O (water), C1CCOC1 (THF). Conditions: time 18 hour. The product is C(CC=C)OC1=CC=C(C=C1)C[C@@H](C(=O)O)NC(=O)OC(C)(C)C ((S)-3-(4-But-3-enyloxy-phenyl)-2-tert-butoxycarbonylamino-propionic acid). As a reaction SMILES: C[O:2][C:3](=[O:25])[C@@H:4]([NH:17][C:18]([O:20][C:21]([CH3:24])([CH3:23])[CH3:22])=[O:19])[CH2:5][C:6]1[CH:11]=[CH:10][C:9]([O:12][CH2:13][CH2:14][CH:15]=[CH2:16])=[CH:8][CH:7]=1.[OH-].[Na+].CO>C1COCC1.O>[CH2:13]([O:12][C:9]1[CH:8]=[CH:7][C:6]([CH2:5][C@H:4]([NH:17][C:18]([O:20][C:21]([CH3:24])([CH3:23])[CH3:22])=[O:19])[C:3]([OH:25])=[O:2])=[CH:11][CH:10]=1)[CH2:14][CH:15]=[CH2:16] |f:1.2|. Procedure: Methyl ester 18 (3.20 g, 9.16 mmol) was dissolved in THF (30 mL) and NaOH (0.552 g, 13.8 mmol) dissolved in water (10 mL) was added. Methanol (10 mL) was added to obtain a homogenous solution and this was stirred at rt for 18 h. The reaction mixture was then concentrated in vacuo and the residue was partitioned between EtOAc and 1M hydrochloric acid. The aqueous phase was extracted twice more with EtOAc and the combined organic extracts were washed with brine, dried (MgSO4), filtered and concent...